From a dataset of the Open Reaction Database (ORD), a public repository of structured organic reaction records. describe an organic reaction: reactants, conditions, products, and yield Reactants: ice water, CS(=O)(=O)O[C@@H]1C[C@H](N(C1)C(=O)OCC1=CC=C(C=C1)[N+](=O)[O-])COCCNC(=O)N ((2S,4R)-4-methanesulfonyloxy-1-(4-nitrobenzyloxycarbonyl)-2-[(2-ureidoethyl)oxymethyl]pyrrolidine), C(C)(=O)S (thioacetic S-acid), [H-].[Na+] (sodium hydride). The solvent is CN(C=O)C (dimethylformamide), CN(C=O)C (dimethylformamide). The product is C(C)(=O)S[C@H]1C[C@H](N(C1)C(=O)OCC1=CC=C(C=C1)[N+](=O)[O-])COCCNC(=O)N ((2S,4S)-4-acetylthio-1-(4-nitrobenzyloxycarbonyl)-2-[(2-ureidoethyl)oxymethyl]pyrrolidine). RXN SMILES: CS(O[C@H:6]1[CH2:10][N:9]([C:11]([O:13][CH2:14][C:15]2[CH:20]=[CH:19][C:18]([N+:21]([O-:23])=[O:22])=[CH:17][CH:16]=2)=[O:12])[C@H:8]([CH2:24][O:25][CH2:26][CH2:27][NH:28][C:29]([NH2:31])=[O:30])[CH2:7]1)(=O)=O.[C:32]([SH:35])(=[O:34])[CH3:33].[H-].[Na+]>CN(C)C=O>[C:32]([S:35][C@@H:6]1[CH2:10][N:9]([C:11]([O:13][CH2:14][C:15]2[CH:20]=[CH:19][C:18]([N+:21]([O-:23])=[O:22])=[CH:17][CH:16]=2)=[O:12])[C@H:8]([CH2:24][O:25][CH2:26][CH2:27][NH:28][C:29]([NH2:31])=[O:30])[CH2:7]1)(=[O:34])[CH3:33] |f:2.3|. Procedure details: A solution of (2S,4R)-4-methanesulfonyloxy-1-(4-nitrobenzyloxycarbonyl)-2-[(2-ureidoethyl)oxymethyl]pyrrolidine (1.37 g) in dimethylformamide (3 ml) was added to a reaction mixture of thioacetic S-acid (0.32 ml) and sodium hydride (62.8% in oil suspension) (0.14 g) in dimethylformamide (7 ml) in a nitrogen stream, and the mixture was heated at 70°-75° C. for 5 hours. The reaction mixture was poured into ice-water (100 ml), extracted with ethyl, acetate (50 ml×2), dried over magnesium sulfate and... The reactants are Brc1nccs1, CC(C)(C)OC(=O)N1CCC(=O)CC1. Yields the product CC(C)(C)OC(=O)N1CCC(O)(c2nccs2)CC1. As a reaction SMILES: [Br:15][c:16]1[s:17][cH:18][cH:19][n:20]1.[O:1]=[C:2]1[CH2:3][CH2:4][N:5]([C:8](=[O:9])[O:10][C:11]([CH3:12])([CH3:13])[CH3:14])[CH2:6][CH2:7]1>>[OH:1][C:2]1([c:16]2[s:17][cH:18][cH:19][n:20]2)[CH2:3][CH2:4][N:5]([C:8](=[O:9])[O:10][C:11]([CH3:12])([CH3:13])[CH3:14])[CH2:6][CH2:7]1. Starting materials: C1CCOC1, CCOC(=O)c1cn(-c2ccccc2)nn1, Cl, [Li+], [OH-], O, O. The product is O=C(O)c1cn(-c2ccccc2)nn1. As a reaction SMILES: [CH2:21]1[O:22][CH2:23][CH2:24][CH2:25]1.[CH2:3]([CH3:4])[O:5][C:6](=[O:7])[c:8]1[n:9][n:10][n:11](-[c:13]2[cH:14][cH:15][cH:16][cH:17][cH:18]2)[cH:12]1.[ClH:20].[Li+:2].[OH-:1].[OH2:19].[OH2:26]>>[O:5]=[C:6]([OH:7])[c:8]1[n:9][n:10][n:11](-[c:13]2[cH:14][cH:15][cH:16][cH:17][cH:18]2)[cH:12]1. Yields the product N1=C(C=CC=C1)CNS(=O)=O (N-picolyl sulfonamide). Reported procedure: Following the procedure of Example 45, 0.750 g (2.239 mmol) of the product of Example 3 was alkylated with 4-picolyl chloride hydrochloride to give 0.897 g (94%) of the N-picolyl sulfonamide. Reactants: COC(C1=C(C(=CC=C1)C)NS(=O)(=O)C1=CC=C(C=C1)OC)=O (2-(4-Methoxy-benzenesulfonylamino)-3-methyl-benzoic acid methyl ester), Cl.N1=CC=C(C=C1)CCl (4-picolyl chloride hydrochloride). Isolated yield 94.0%. As a reaction SMILES: COC(=O)[C:4]1[CH:9]=[CH:8][CH:7]=[C:6](C)[C:5]=1[NH:11][S:12](C1C=CC(OC)=CC=1)(=[O:14])=[O:13].Cl.[N:25]1C=CC(CCl)=CC=1>>[N:25]1[CH:6]=[CH:7][CH:8]=[CH:9][C:4]=1[CH2:5][NH:11][SH:12](=[O:14])=[O:13] |f:1.2|. Yields the product Cl.NC(C(=O)N[C@@H](C(=O)N1C[C@@]2(N(CC1)C(N(C2)C)=O)CC2=C(C=C(C=C2)F)F)COCC2=CC=CC=C2)(C)C (2-Amino-N-{1(R)-benzyloxymethyl-2-[8a(S)-(2,4-difluoro-benzyl)-2-methyl-3-oxo-hexahydro-imidazo[1,5-a]pyrazin-7-yl]-2-oxo-ethyl}-2-methyl-propionamide, hydrochloride). The reactants are C(C)(C)(C)OC(NC(C)(C)C(N[C@@H](C(=O)N1C[C@@]2(N(CC1)C(N(C2)C)=O)CC2=C(C=C(C=C2)F)F)COCC2=CC=CC=C2)=O)=O ((1-{1(R)-Benzyloxymethyl-2-[8a(S)-(2,4-difluoro-benzyl)-2-methyl-3-oxo-hexahydro-imidazo[1,5-a]pyrazin-7-yl]-2-oxo-ethylcarbamoyl}-1-methyl-ethyl)-carbamic acid tert-butyl ester), Cl (HCl). Run at temperature 0 celsius, time 1 hour. RXN SMILES: C(OC(=O)[NH:7][C:8]([C:11](=[O:45])[NH:12][C@H:13]([CH2:36][O:37][CH2:38][C:39]1[CH:44]=[CH:43][CH:42]=[CH:41][CH:40]=1)[C:14]([N:16]1[CH2:21][CH2:20][N:19]2[C:22](=[O:26])[N:23]([CH3:25])[CH2:24][C@:18]2([CH2:27][C:28]2[CH:33]=[CH:32][C:31]([F:34])=[CH:30][C:29]=2[F:35])[CH2:17]1)=[O:15])([CH3:10])[CH3:9])(C)(C)C.[ClH:47]>CCO>[ClH:47].[NH2:7][C:8]([CH3:10])([CH3:9])[C:11]([NH:12][C@H:13]([CH2:36][O:37][CH2:38][C:39]1[CH:40]=[CH:41][CH:42]=[CH:43][CH:44]=1)[C:14]([N:16]1[CH2:21][CH2:20][N:19]2[C:22](=[O:26])[N:23]([CH3:25])[CH2:24][C@:18]2([CH2:27][C:28]2[CH:33]=[CH:32][C:31]([F:34])=[CH:30][C:29]=2[F:35])[CH2:17]1)=[O:15])=[O:45] |f:3.4|. Procedure details: To a solution of the compound of Example 198, Step D (12 mg) in EtOH (2 mL, 0° C.) was added conc. HCl (0.2 mL). The solution was stirred at 0° C. for 1 h and concentrated down to deliver 10 mg of Example 198, Step E: +APcl MS (M+1)+ 544; 1H NMR=400 MHz (CD3OD) δ: 7.31 (br m, 6H), 6.83 (m, 2H), 2.59 (br s, 3H), 1.56 (br s, 6H). Solvent: CCO (EtOH). The reactants are N1=CN=CC=C1 (pyrimidine), [OH-].[NH4+] (ammonium hydroxide), ClC1=NC=CC(=N1)NCCCO (2-chloro-4-(3-hydroxypropylamino)pyrimidine), C(CCCCCCCCCCC)N (n-dodecylamine). Solvent: C(Cl)Cl (methylene chloride), CO (methanol), C(Cl)(Cl)Cl (chloroform), O (water), C(C)O (ethanol). The product is C(CCCCCCCCCCC)NC1=NC=CC(=N1)NCCCO (2-n-dodecylamino-4-(3-hydroxypropylamino)pyrimidine). Isolated yield 84.4%. Reaction SMILES: Cl[C:2]1[N:7]=[C:6]([NH:8][CH2:9][CH2:10][CH2:11][OH:12])[CH:5]=[CH:4][N:3]=1.[CH2:13]([NH2:25])[CH2:14][CH2:15][CH2:16][CH2:17][CH2:18][CH2:19][CH2:20][CH2:21][CH2:22][CH2:23][CH3:24].[OH-].[NH4+].N1C=CC=NC=1>C(Cl)Cl.CO.C(Cl)(Cl)Cl.O.C(O)C>[CH2:13]([NH:25][C:2]1[N:7]=[C:6]([NH:8][CH2:9][CH2:10][CH2:11][OH:12])[CH:5]=[CH:4][N:3]=1)[CH2:14][CH2:15][CH2:16][CH2:17][CH2:18][CH2:19][CH2:20][CH2:21][CH2:22][CH2:23][CH3:24] |f:2.3|. Reported procedure: A mixture of 2-chloro-4-(3-hydroxypropylamino)pyrimidine (37 g, 0.2 m), n-dodecylamine (81.5 g, 0.44 m), ethanol (2.5 l) and water (250 ml) is heated under reflux until thin layer chromatography (silica gel; 7.5 parts by volume chloroform, 0.5 parts by volume concentrated ammonium hydroxide, and 2.0 parts by volume methanol) indicates absence of the pyrimidine starting material. After concentration of the mixture, the residue is taken up in methylene chloride, and filtered from some n-dodecylami...